Dataset: the Open Reaction Database (ORD), a public repository of structured organic reaction records. Task: describe an organic reaction: reactants, conditions, products, and yield The reactants are ClCCOC1=CC=C(C=C1)C(CC1=C(C=CC=C1)Cl)=O (1-[4-(2-chloroethoxy)phenyl]-2-(2-chlorophenyl)ethanone), N1CCCCC1 (piperidine), N1CCCCC1 (piperidine). Solvent: CC(=O)C (acetone). Yields the product ClC1=C(C=CC=C1)CC(=O)C1=CC=C(C=C1)OCCN1CCCCC1 (2-(2-Chlorophenyl)-1-[4-(2-piperidinylethoxy)phenyl]ethanone). Reaction SMILES: Cl[CH2:2][CH2:3][O:4][C:5]1[CH:10]=[CH:9][C:8]([C:11](=[O:20])[CH2:12][C:13]2[CH:18]=[CH:17][CH:16]=[CH:15][C:14]=2[Cl:19])=[CH:7][CH:6]=1.[NH:21]1[CH2:26][CH2:25][CH2:24][CH2:23][CH2:22]1>CC(C)=O>[Cl:19][C:14]1[CH:15]=[CH:16][CH:17]=[CH:18][C:13]=1[CH2:12][C:11]([C:8]1[CH:9]=[CH:10][C:5]([O:4][CH2:3][CH2:2][N:21]2[CH2:26][CH2:25][CH2:24][CH2:23][CH2:22]2)=[CH:6][CH:7]=1)=[O:20]. Procedure details: The mixture of 1-[4-(2-chloroethoxy)phenyl]-2-(2-chlorophenyl)ethanone (4 g, 13 mmol) and piperidine (5.8 g, 68 mmol) in 80% aqueous acetone (50 ml) is refluxed for 12 h. Additional portions of 0.3 g of piperidine are added three times in 4 h intervals to the mixture. The solvents are evaporated. Diethyl ether is added and the precipitated piperidine hydrochloride is filtered off. Diethyl ether is evaporated and the residual product is purified by flash chromatography (eluent toluenetriethylamin...